Dataset: the Open Reaction Database (ORD), a public repository of structured organic reaction records. Task: describe an organic reaction: reactants, conditions, products, and yield Starting materials: O=C(O)CBr, CO, [H-], [Na+], CN(C)C=O, O, O=C(c1ccccc1)C(O)c1ccccc1, S=P12SP3(=S)SP(=S)(S1)SP(=S)(S2)S3, Sc1nc(-c2ccccc2)c(-c2ccccc2)o1, O=c1[nH]c(-c2ccccc2)c(-c2ccccc2)o1, Cc1ccccc1C. Yields the product O=C(O)C(S)c1nc(-c2ccccc2)c(-c2ccccc2)o1. Reaction SMILES: [Br:69][CH2:70][C:71](=[O:72])[OH:73].[CH3:88][OH:89].[H-:68].[Na+:67].[O:75]=[CH:76][N:77]([CH3:78])[CH3:79].[OH2:74].[OH:51][CH:52]([c:53]1[cH:54][cH:55][cH:56][cH:57][cH:58]1)[C:59]([c:60]1[cH:61][cH:62][cH:63][cH:64][cH:65]1)=[O:66].[P:37]12(=[S:38])[S:39][P:40]3(=[S:50])[S:41][P:42](=[S:48])([S:43][P:44](=[S:47])([S:45]3)[S:46]1)[S:49]2.[SH:1][c:2]1[o:3][c:4](-[c:13]2[cH:14][cH:15][cH:16][cH:17][cH:18]2)[c:5](-[c:7]2[cH:8][cH:9][cH:10][cH:11][cH:12]2)[n:6]1.[c:19]1(-[c:20]2[nH:21][c:22](=[O:23])[o:24][c:25]2-[c:26]2[cH:27][cH:28][cH:29][cH:30][cH:31]2)[cH:32][cH:33][cH:34][cH:35][cH:36]1.[c:80]1([CH3:81])[c:82]([CH3:83])[cH:84][cH:85][cH:86][cH:87]1>>[c:2]1([CH:70]([SH:38])[C:71](=[O:72])[OH:73])[o:3][c:4](-[c:13]2[cH:14][cH:15][cH:16][cH:17][cH:18]2)[c:5](-[c:7]2[cH:8][cH:9][cH:10][cH:11][cH:12]2)[n:6]1.